Dataset: the Open Reaction Database (ORD), a public repository of structured organic reaction records. Task: describe an organic reaction: reactants, conditions, products, and yield Starting materials: C[Al](C)C, Cc1ccccc1, COC(=O)c1ccc2cc(-c3c(Cl)cccc3Cl)[nH]c2c1, Nc1ccc(C(F)(F)F)nc1. Product: O=C(Nc1ccc(C(F)(F)F)nc1)c1ccc2cc(-c3c(Cl)cccc3Cl)[nH]c2c1. Reaction SMILES: [CH3:1][Al:2]([CH3:3])[CH3:4].[CH3:37][c:38]1[cH:39][cH:40][cH:41][cH:42][cH:43]1.[Cl:16][c:17]1[c:18](-[c:24]2[nH:25][c:26]3[cH:27][c:28]([C:33](=[O:34])[O:35][CH3:36])[cH:29][cH:30][c:31]3[cH:32]2)[c:19]([Cl:23])[cH:20][cH:21][cH:22]1.[F:5][C:6]([c:7]1[cH:8][cH:9][c:10]([NH2:13])[cH:11][n:12]1)([F:14])[F:15]>>[F:5][C:6]([c:7]1[cH:8][cH:9][c:10]([NH:13][C:33]([c:28]2[cH:27][c:26]3[nH:25][c:24](-[c:18]4[c:17]([Cl:16])[cH:22][cH:21][cH:20][c:19]4[Cl:23])[cH:32][c:31]3[cH:30][cH:29]2)=[O:34])[cH:11][n:12]1)([F:14])[F:15]. The reactants are CC(=O)c1ccc(O)c(C(C)(C)C)c1, CN(C)C=O, CCOC(C)=O, O=C1CCC(=O)N1Cl, Cl, [I-], [Na+], [Na+], [Na+], O, O=S([O-])([O-])=S. The product is CC(=O)c1cc(I)c(O)c(C(C)(C)C)c1. As a reaction SMILES: [C:1]([CH3:2])([CH3:3])([CH3:4])[c:5]1[cH:6][c:7]([C:12]([CH3:13])=[O:14])[cH:8][cH:9][c:10]1[OH:11].[CH3:33][N:34]([CH3:35])[CH:36]=[O:37].[CH3:39][CH2:40][O:41][C:42](=[O:43])[CH3:44].[Cl:17][N:18]1[C:19](=[O:20])[CH2:21][CH2:22][C:23]1=[O:24].[ClH:32].[I-:16].[Na+:15].[Na+:30].[Na+:31].[OH2:38].[S:25]([O-:26])([O-:27])(=[O:28])=[S:29]>>[C:1]([CH3:2])([CH3:3])([CH3:4])[c:5]1[cH:6][c:7]([C:12]([CH3:13])=[O:14])[cH:8][c:9]([I:16])[c:10]1[OH:11]. Reactants: BrC1=C2NC=NC2=NC=N1 (6-bromopurine), FC=1C=C(C=CC1)C1=NC2=C(C=CC=C2C=C1CN)OC ((2-(3-fluorophenyl)-8-methoxyquinolin-3-yl)methanamine), C(C)(C)N(C(C)C)CC (N,N-diisopropylethylamine), C(CCC)O (1-butanol). Solvent: CCOC(=O)C (EtOAc). Conditions: temperature 100 celsius, time 24 hour. Yields the product FC=1C=C(C=CC1)C1=NC2=C(C=CC=C2C=C1CNC1=C2N=CNC2=NC=N1)OC (N-((2-(3-fluoro-phenyl)-8-methoxyquinolin-3-yl)methyl)-9H-purin-6-amine). RXN SMILES: Br[C:2]1[N:10]=[CH:9][N:8]=[C:7]2[C:3]=1[NH:4][CH:5]=[N:6]2.[F:11][C:12]1[CH:13]=[C:14]([C:18]2[C:27]([CH2:28][NH2:29])=[CH:26][C:25]3[C:20](=[C:21]([O:30][CH3:31])[CH:22]=[CH:23][CH:24]=3)[N:19]=2)[CH:15]=[CH:16][CH:17]=1.C(N(CC)C(C)C)(C)C.C(O)CCC>CCOC(C)=O>[F:11][C:12]1[CH:13]=[C:14]([C:18]2[C:27]([CH2:28][NH:29][C:2]3[N:10]=[CH:9][N:8]=[C:7]4[C:3]=3[N:4]=[CH:5][NH:6]4)=[CH:26][C:25]3[C:20](=[C:21]([O:30][CH3:31])[CH:22]=[CH:23][CH:24]=3)[N:19]=2)[CH:15]=[CH:16][CH:17]=1. Procedure: A mixture of 6-bromopurine (0.1418 g, 0.7125 mmol), (2-(3-fluorophenyl)-8-methoxyquinolin-3-yl)methanamine (0.2213 g, 0.7838 mmol), and N,N-diisopropylethylamine (0.2482 mL, 1.425 mmol) in 1-butanol (7.125 mL, 0.7125 mmol) was stirred at 100° C. After 24 h, the mixture was removed from the heat and concentrated under reduced pressure. The residue was purified by flash column chromatography on a silica gel column using 50% of CH2Cl2:MeOH:NH4OH (89:9:1) in CH2Cl2 as eluent to give an off-white sol... Starting materials: C(#N)C(C(=O)OCC)=C(C)C (Ethyl 2-cyano-3-methylbut-2-enoate), Cl (HCl). Reagents/catalysts: O=[Pt]=O (PtO2). Solvent: CCO (EtOH). Run at time 5 hour. Yields the product Cl.NCC(C(=O)OCC)C(C)C (ethyl 2-(aminomethyl)-3-methylbutanoate hydrochloride). As a reaction SMILES: [C:1]([C:3](=[C:9]([CH3:11])[CH3:10])[C:4]([O:6][CH2:7][CH3:8])=[O:5])#[N:2].[ClH:12]>CCO.O=[Pt]=O>[ClH:12].[NH2:2][CH2:1][CH:3]([CH:9]([CH3:10])[CH3:11])[C:4]([O:6][CH2:7][CH3:8])=[O:5] |f:4.5|. Procedure details: Ethyl 2-cyano-3-methylbut-2-enoate (5.0 g, 32.6 mmol) was dissolved in 320 mL of absolute EtOH. 700 mg of PtO2 and 12 mL of 4M HCl were added. The reaction mixture was hydrogenated at room temperature for 5 hours (30 psi). Filtration on a celite pad and evaporation of the solvent afforded crude title compound (quantitative yield).